From a dataset of the Open Reaction Database (ORD), a public repository of structured organic reaction records. describe an organic reaction: reactants, conditions, products, and yield Reactants: CC(C)(C)OC(=O)Nc1ccc(-n2cccc2)cc1NC(=O)CC(=O)c1cccc(-n2ccnn2)c1, ClCCl, O=C(O)C(F)(F)F. Yields the product O=C1CC(c2cccc(-n3ccnn3)c2)=Nc2ccc(-n3cccc3)cc2N1. As a reaction SMILES: [C:1]([O:2][C:3](=[O:4])[NH:7][c:8]1[c:9]([NH:19][C:20]([CH2:21][C:22](=[O:5])[c:23]2[cH:24][c:25](-[n:29]3[n:30][n:31][cH:32][cH:33]3)[cH:26][cH:27][cH:28]2)=[O:35])[cH:10][c:11](-[n:14]2[cH:15][cH:16][cH:17][cH:18]2)[cH:12][cH:13]1)([CH3:6])([CH3:34])[CH3:36].[Cl:44][CH2:45][Cl:46].[F:37][C:38]([F:39])([F:40])[C:41]([OH:42])=[O:43]>>[N:7]1=[C:22]([c:23]2[cH:24][c:25](-[n:29]3[n:30][n:31][cH:32][cH:33]3)[cH:26][cH:27][cH:28]2)[CH2:21][C:20](=[O:35])[NH:19][c:9]2[c:8]1[cH:13][cH:12][c:11](-[n:14]1[cH:15][cH:16][cH:17][cH:18]1)[cH:10]2. Starting materials: Cc1ccc2c(Nc3cccc(C(F)(F)F)c3)nccc2c1[N+](=O)[O-], CCO. Yields the product Cc1ccc2c(Nc3cccc(C(F)(F)F)c3)nccc2c1N. Reaction SMILES: [CH3:1][c:2]1[c:3]([N+:23]([O-:24])=[O:25])[c:4]2[cH:5][cH:6][n:7][c:8]([NH:12][c:13]3[cH:14][c:15]([C:19]([F:20])([F:21])[F:22])[cH:16][cH:17][cH:18]3)[c:9]2[cH:10][cH:11]1.[CH3:26][CH2:27][OH:28]>>[CH3:1][c:2]1[c:3]([NH2:23])[c:4]2[cH:5][cH:6][n:7][c:8]([NH:12][c:13]3[cH:14][c:15]([C:19]([F:20])([F:21])[F:22])[cH:16][cH:17][cH:18]3)[c:9]2[cH:10][cH:11]1. The reactants are ClC1=CC=C(C=C1)C(C=1C(=NN(C1C)C=1C(=NC(=NC1)OC)OC)C(=O)OCC)O (ethyl 4-((4-chlorophenyl)(hydroxy)methyl)-1-(2,4-dimethoxypyrimidin-5-yl)-5-methyl-1H-pyrazole-3-carboxylate), NC=1C=C(C(N(C1)C)=O)Cl (5-amino-3-chloro-1-methylpyridin-2(1H)-one). Solvent: CCOC(=O)C (EtOAc). Yields the product ClC1=CC(=CN(C1=O)C)NC(C=1C(=NN(C1C)C=1C(=NC(=NC1)OC)OC)C(=O)OCC)C1=CC=C(C=C1)Cl (ethyl 4-(((5-chloro-1-methyl-6-oxo-1,6-dihydropyridin-3-yl)amino)(4-chlorophenyl)-methyl)-1-(2,4-dimethoxypyrimidin-5-yl)-5-methyl-1H-pyrazole-3-carboxylate). RXN SMILES: [Cl:1][C:2]1[CH:7]=[CH:6][C:5]([CH:8](O)[C:9]2[C:10]([C:25]([O:27][CH2:28][CH3:29])=[O:26])=[N:11][N:12]([C:15]3[C:16]([O:23][CH3:24])=[N:17][C:18]([O:21][CH3:22])=[N:19][CH:20]=3)[C:13]=2[CH3:14])=[CH:4][CH:3]=1.[NH2:31][C:32]1[CH:33]=[C:34]([Cl:40])[C:35](=[O:39])[N:36]([CH3:38])[CH:37]=1>CCOC(C)=O>[Cl:40][C:34]1[C:35](=[O:39])[N:36]([CH3:38])[CH:37]=[C:32]([NH:31][CH:8]([C:5]2[CH:6]=[CH:7][C:2]([Cl:1])=[CH:3][CH:4]=2)[C:9]2[C:10]([C:25]([O:27][CH2:28][CH3:29])=[O:26])=[N:11][N:12]([C:15]3[C:16]([O:23][CH3:24])=[N:17][C:18]([O:21][CH3:22])=[N:19][CH:20]=3)[C:13]=2[CH3:14])[CH:33]=1. Reported procedure: The title compound was prepared in analogy to the procedure described in Step 10.3 using ethyl 4-((4-chlorophenyl)(hydroxy)methyl)-1-(2,4-dimethoxypyrimidin-5-yl)-5-methyl-1H-pyrazole-3-carboxylate (Step 55.3) and 5-amino-3-chloro-1-methylpyridin-2(1H)-one (Step 5.2). tR: 4.76 min (HPLC 1); tR: 1.09 min (LC-MS 2); ESI-MS: 573/575 [M+H]+ (LC-MS 2); Rf=0.18 (EtOAc). Starting materials: CC(=O)O[BH-](OC(C)=O)OC(C)=O, O=C([O-])O, CC(=O)O, ClC(Cl)Cl, ClCCl, CC(C)(C)OC(=O)NC1CCNCC1, [Na+], [Na+], [Na+], O=CCn1c(=O)ccc2ccncc21, [OH-]. Yields the product CC(C)(C)OC(=O)NC1CCN(CCn2c(=O)ccc3ccncc32)CC1. Reaction SMILES: [C:29]([O:30][BH-:31]([O:32][C:33](=[O:34])[CH3:35])[O:36][C:37](=[O:38])[CH3:39])(=[O:40])[CH3:41].[C:43](=[O:44])([O-:45])[OH:46].[CH3:57][C:58](=[O:59])[OH:60].[CH:53]([Cl:54])([Cl:55])[Cl:56].[Cl:50][CH2:51][Cl:52].[NH:15]1[CH2:16][CH2:17][CH:18]([NH:21][C:22]([O:23][C:24]([CH3:25])([CH3:26])[CH3:27])=[O:28])[CH2:19][CH2:20]1.[Na+:42].[Na+:47].[Na+:49].[O:1]=[c:2]1[n:3]([CH2:12][CH:13]=[O:14])[c:4]2[cH:5][n:6][cH:7][cH:8][c:9]2[cH:10][cH:11]1.[OH-:48]>>[O:1]=[c:2]1[n:3]([CH2:12][CH2:13][N:15]2[CH2:16][CH2:17][CH:18]([NH:21][C:22]([O:23][C:24]([CH3:25])([CH3:26])[CH3:27])=[O:28])[CH2:19][CH2:20]2)[c:4]2[cH:5][n:6][cH:7][cH:8][c:9]2[cH:10][cH:11]1. Reactants: N12CC3[C@@H](C(CC(C1)C3)C2)N ((4s)-1-azatricyclo[3.3.1.13,7]dec-4-ylamine), O(C1=CC=CC=C1)C1=CC=C(C(=O)O)C=C1 (4-phenoxybenzoic acid), N (NH3). Product: N12CC3[C@@H](C(CC(C1)C3)C2)NC(C2=CC=C(C=C2)OC2=CC=CC=C2)=O (N-[(4s)-1-Azatricyclo[3.3.1.13,7]dec-4-yl]-4-phenoxybenzamide). RXN SMILES: [N:1]12[CH2:10][CH:5]3[CH2:6][CH:7]([CH2:9][CH:3]([C@@H:4]3[NH2:11])[CH2:2]1)[CH2:8]2.[O:12]([C:19]1[CH:27]=[CH:26][C:22]([C:23](O)=[O:24])=[CH:21][CH:20]=1)[C:13]1[CH:18]=[CH:17][CH:16]=[CH:15][CH:14]=1.N>>[N:1]12[CH2:10][CH:5]3[CH2:6][CH:7]([CH2:9][CH:3]([C@@H:4]3[NH:11][C:23](=[O:24])[C:22]3[CH:21]=[CH:20][C:19]([O:12][C:13]4[CH:18]=[CH:17][CH:16]=[CH:15][CH:14]=4)=[CH:27][CH:26]=3)[CH2:2]1)[CH2:8]2. Procedure: Prepared from (4s)-1-azatricyclo[3.3.1.13,7]dec-4-ylamine and 4-phenoxybenzoic acid (Aldrich) according to method B; 1H NMR (500 MHz, methanol-d4) δ 1.95 (d, J=13 Hz, 2H), 2.11 (s, 1H), 2.31 (d, J=13 Hz, 2H), 2.38 (s, 2H), 3.49 (s, 2H), 3.59 (s, 4H), 4.38 (s, 1H), 7.00-7.09 (m, 4H), 7.17-7.23 (m, 1H), 7.38-7.44 (m, J=8, 8 Hz, 2H), 7.81-7.89 (m, 2H); MS (APCI/NH3) m/z 349 (M+H)+.